This data is from the Open Reaction Database (ORD), a public repository of structured organic reaction records. The task is: describe an organic reaction: reactants, conditions, products, and yield The reactants are C(C)OC(=O)C=1C(=C2N(N=CC(=C2Cl)C#N)C1)C (4-Chloro-3-cyano-5-methylpyrrolo[1,2-b]pyridazine-6-carboxylic acid ethyl ester), C1CC(=O)N(C1=O)Br (NBS). Reagents/catalysts: C(C1=CC=CC=C1)(=O)OOC(C1=CC=CC=C1)=O (benzoyl peroxide). The solvent is C(Cl)(Cl)(Cl)Cl (CCl4). Reaction conditions: temperature 77 celsius. Yields the product C(C)OC(=O)C=1C(=C2N(N=CC(=C2Cl)C#N)C1)CBr (5-Bromomethyl-4-chloro-3-cyano-pyrrolo[1,2-b]pyridazine-6-carboxylic acid ethyl ester). Yield: 99.2%. Reaction SMILES: [CH2:1]([O:3][C:4]([C:6]1[C:7]([CH3:18])=[C:8]2[C:13]([Cl:14])=[C:12]([C:15]#[N:16])[CH:11]=[N:10][N:9]2[CH:17]=1)=[O:5])[CH3:2].C1C(=O)N([Br:26])C(=O)C1>C(Cl)(Cl)(Cl)Cl.C(OOC(=O)C1C=CC=CC=1)(=O)C1C=CC=CC=1>[CH2:1]([O:3][C:4]([C:6]1[C:7]([CH2:18][Br:26])=[C:8]2[C:13]([Cl:14])=[C:12]([C:15]#[N:16])[CH:11]=[N:10][N:9]2[CH:17]=1)=[O:5])[CH3:2]. Procedure: A suspension of compound 1D (79 mg, 0.30 mmol), NBS (59 mg, 0.33 mmol) and benzoyl peroxide (5 mg, 0.02 mmol) in CCl4 (2 mL) was heated at 77° C. for 3 hours. After cooling to room temperature, the reaction was purified by a short silica gel column (eluted with CH2Cl2) to give compound 16A as a yellow solid (102 mg, 99%). B. 4-Chloro-3-cyano-5-hydroxymethyl-pyrrolo[1,2-b]pyridazine-6-carboxylic acid ethyl ester (16B) Reaction SMILES: [CH3:22][C:23](=[CH2:24])[Br:25].[Cl:1][c:2]1[cH:3][cH:4][cH:5][c:6]2[c:7](-[c:11]3[c:12]([CH3:19])[cH:13][c:14]([O:17][CH3:18])[cH:15][cH:16]3)[n:8][nH:9][c:10]12.[H-:20].[Na+:21]>>[Cl:1][c:2]1[cH:3][cH:4][cH:5][c:6]2[c:7](-[c:11]3[c:12]([CH3:19])[cH:13][c:14]([O:17][CH3:18])[cH:15][cH:16]3)[n:8]([CH2:24][CH:23]=[CH2:22])[n:9][c:10]12. The reactants are C=C(C)Br, COc1ccc(-c2n[nH]c3c(Cl)cccc23)c(C)c1, [H-], [Na+]. Yields the product C=CCn1nc2c(Cl)cccc2c1-c1ccc(OC)cc1C. Reactants: BrC1(SC=C(C1Br)Br)C(=O)Cl (2,3,4-tribromothiophene carboxylic acid chloride), N[C@@H](C)C(=O)O (L-alanine), [OH-].[Na+] (NaOH). The solvent is O1CCOCC1 (dioxane), O (H2O). Yields the product BrC1(C(C(=CS1)Br)Br)C(=O)N[C@@H](C)C(=O)O (N-(2',3',4'-tribromothenoyl)-L-alanine). Isolated yield 60.4%. Reaction SMILES: [Br:1][C:2]1([C:9](Cl)=[O:10])[CH:6]([Br:7])[C:5]([Br:8])=[CH:4][S:3]1.[NH2:12][C@H:13]([C:15]([OH:17])=[O:16])[CH3:14].[OH-].[Na+]>O1CCOCC1.O>[Br:1][C:2]1([C:9]([NH:12][C@H:13]([C:15]([OH:17])=[O:16])[CH3:14])=[O:10])[S:3][CH:4]=[C:5]([Br:8])[CH:6]1[Br:7] |f:2.3|. Procedure: 15.3 g 2,3,4-tribromothiophene carboxylic acid chloride in 60 ml dioxane are reacted in a manner analogous to Example 89 with 34.56 g L-alanine and 3.20 g NaOH in 60 ml H2O. After workup, 10.5 g (60.1% of theory) N-(2',3',4'-tribromothenoyl)-L-alanine with a melting point of 175°-179° C. are obtained. Starting materials: CS(=O)(=O)OCCCN(CCn1ccc2ccoc2c1=O)S(=O)(=O)c1ccccc1[N+](=O)[O-], CC(C)=O, [I-], [Na+], O. The product is O=c1c2occc2ccn1CCN(CCCI)S(=O)(=O)c1ccccc1[N+](=O)[O-]. As a reaction SMILES: [CH3:1][S:2]([O:3][CH2:6][CH2:7][CH2:8][N:9]([CH2:10][CH2:11][n:12]1[c:13](=[O:21])[c:14]2[c:15]([cH:16][cH:17]1)[cH:18][cH:19][o:20]2)[S:22](=[O:23])(=[O:24])[c:25]1[c:26]([N+:31](=[O:32])[O-:33])[cH:27][cH:28][cH:29][cH:30]1)(=[O:4])=[O:5].[CH3:36][C:37](=[O:38])[CH3:39].[I-:35].[Na+:34].[OH2:40]>>[CH2:6]([CH2:7][CH2:8][N:9]([CH2:10][CH2:11][n:12]1[c:13](=[O:21])[c:14]2[c:15]([cH:16][cH:17]1)[cH:18][cH:19][o:20]2)[S:22](=[O:23])(=[O:24])[c:25]1[c:26]([N+:31](=[O:32])[O-:33])[cH:27][cH:28][cH:29][cH:30]1)[I:35]. The reactants are CC=1SC(=CN1)C1=CC=2N(C(=N1)C=1C=NN(C1)COCC[Si](C)(C)C)C=CN2 (2-methyl-5-(5-(1-((2-(trimethylsilyl)ethoxy)methyl)-1H-pyrazol-4-yl)imidazo[1,2-c]pyrimidin-7-yl)thiazole), C(=O)(C(F)(F)F)O (TFA). Solvent: C(Cl)Cl (DCM). Run at time 8 hour. Product: N1N=CC(=C1)C1=NC(=CC=2N1C=CN2)C2=CN=C(S2)C (5-(5-(1H-pyrazol-4-yl)imidazo[1,2-c]pyrimidin-7-yl)-2-methylthiazole). The yield is 64.9%. Reaction SMILES: [CH3:1][C:2]1[S:3][C:4]([C:7]2[N:12]=[C:11]([C:13]3[CH:14]=[N:15][N:16](COCC[Si](C)(C)C)[CH:17]=3)[N:10]3[CH:26]=[CH:27][N:28]=[C:9]3[CH:8]=2)=[CH:5][N:6]=1.C(O)(C(F)(F)F)=O>C(Cl)Cl>[NH:15]1[CH:14]=[C:13]([C:11]2[N:10]3[CH:26]=[CH:27][N:28]=[C:9]3[CH:8]=[C:7]([C:4]3[S:3][C:2]([CH3:1])=[N:6][CH:5]=3)[N:12]=2)[CH:17]=[N:16]1. Reported procedure: 2-methyl-5-(5-(1-((2-(trimethylsilyl)ethoxy)methyl)-1H-pyrazol-4-yl)imidazo[1,2-c]pyrimidin-7-yl)thiazole (0.196 g, 0.475 mmol) was dissolved in 3 mL of DCM before TFA (2.0 mL, 26.0 mmol) was added slowly at room temperature. The reaction was allowed to stir at room temperature for 8 hours. The reaction mixture was concentrated under reduced pressure to afford the crude material. The crude material was purified via column chromatography, eluting with 5% MeOH in DCM with 1% NH4OH to afford the ti...